This data is from the Open Reaction Database (ORD), a public repository of structured organic reaction records. The task is: describe an organic reaction: reactants, conditions, products, and yield Reaction SMILES: [C:8]([O:9][C:10](=[O:11])[N:15]1[CH2:16][CH2:17][CH:18]([CH2:21][NH:22][C:23]([c:24]2[cH:25][cH:26][c:27](-[c:30]3[o:31][c:32]4[c:33]([n:34]3)[cH:35][c:36]([C:40]#[N:41])[cH:37][c:38]4[CH3:39])[cH:28][cH:29]2)=[O:42])[CH2:19][CH2:20]1)([CH3:12])([CH3:13])[CH3:14].[Cl:43][CH2:44][Cl:45].[OH:1][C:2]([C:3]([F:4])([F:5])[F:6])=[O:7]>>[NH:15]1[CH2:16][CH2:17][CH:18]([CH2:21][NH:22][C:23]([c:24]2[cH:25][cH:26][c:27](-[c:30]3[o:31][c:32]4[c:33]([n:34]3)[cH:35][c:36]([C:40]#[N:41])[cH:37][c:38]4[CH3:39])[cH:28][cH:29]2)=[O:42])[CH2:19][CH2:20]1. The reactants are Cc1cc(C#N)cc2nc(-c3ccc(C(=O)NCC4CCN(C(=O)OC(C)(C)C)CC4)cc3)oc12, ClCCl, O=C(O)C(F)(F)F. The product is Cc1cc(C#N)cc2nc(-c3ccc(C(=O)NCC4CCNCC4)cc3)oc12. Starting materials: C(Cl)Cl (methylene chloride), C(C)(C)(C)Cl (tert.-butyl chloride), ice, CC(CCl)CCCC1=CC=CC=C1 (2-methyl-5-phenylpentyl chloride), FeCl3. Run at temperature 50 celsius, time 12 hour. The product is C(C)(C)(C)C1=CC=C(C=C1)C=1C=CC(=C(C1)Cl)C (5-p-tert.-butylphenyl-2-methylphenyl chloride). RXN SMILES: [C:1](Cl)([CH3:4])([CH3:3])[CH3:2].[CH3:6][CH:7]([CH2:10][CH2:11][CH2:12][C:13]1[CH:18]=[CH:17][CH:16]=[CH:15][CH:14]=1)[CH2:8][Cl:9].[CH2:19](Cl)Cl>>[C:1]([C:16]1[CH:15]=[CH:14][C:13]([C:12]2[CH:11]=[CH:10][C:7]([CH3:6])=[C:8]([Cl:9])[CH:19]=2)=[CH:18][CH:17]=1)([CH3:4])([CH3:3])[CH3:2]. Procedure details: 27 g of tert.-butyl chloride are added dropwise to an ice-cooled mixture of 52 g of 2-methyl-5-phenylpentyl chloride and 4.9 g of FeCl3. The mixture is stirred for 7 hours at 50° C. and for 12 hours at room temperature, and taken up in methylene chloride, the solution is washed with water, dried over Na2SO4 and evaporated down, and the residue is distilled to give 40 g of 5-p-tert.-butylphenyl-2-methylphenyl chloride of boiling point 114°-118° C./0.2 mbar. Starting materials: C(CC(=O)C)(=O)OCC (ethyl acetoacetate), FC1=CC=C(C=C1)C1=C(C(=NN1C1=NC=CN=C1)C(C)C)/C=C/C=O (trans-3-[5-(4-Fluorophenyl)-3-(1-methylethyl)-1-(2-pyrazinyl)-1H-pyrazol-4-yl]-2-propenal), [H-].[Na+] (NaH), [Li]CCCC (n-BuLi). The solvent is C1CCOC1 (THF), C1CCOC1 (THF), C1CCOC1 (THF). Run at temperature 0 celsius, time 15 minute. Yields the product FC1=CC=C(C=C1)C1=C(C(=NN1C1=NC=CN=C1)C(C)C)/C=C/C(CC(CC(=O)OCC)=O)O (trans-7-[5-(4-Fluorophenyl)-3-(1-methylethyl)-1-(2-pyrazinyl)-1H-pyrazol-4-yl]-5-hydroxy-3-oxo-6-heptenoic acid, ethyl ester). Isolated yield 48.2%. RXN SMILES: [H-].[Na+].[C:3]([O:9][CH2:10][CH3:11])(=[O:8])[CH2:4][C:5]([CH3:7])=[O:6].[Li]CCCC.[F:17][C:18]1[CH:23]=[CH:22][C:21]([C:24]2[N:28]([C:29]3[CH:34]=[N:33][CH:32]=[CH:31][N:30]=3)[N:27]=[C:26]([CH:35]([CH3:37])[CH3:36])[C:25]=2/[CH:38]=[CH:39]/[CH:40]=[O:41])=[CH:20][CH:19]=1>C1COCC1>[F:17][C:18]1[CH:23]=[CH:22][C:21]([C:24]2[N:28]([C:29]3[CH:34]=[N:33][CH:32]=[CH:31][N:30]=3)[N:27]=[C:26]([CH:35]([CH3:37])[CH3:36])[C:25]=2/[CH:38]=[CH:39]/[CH:40]([OH:41])[CH2:7][C:5](=[O:6])[CH2:4][C:3]([O:9][CH2:10][CH3:11])=[O:8])=[CH:20][CH:19]=1 |f:0.1|. Reported procedure: To a hexane washed suspension of NaH (0.90 g, 22.5 mmol) in THF (30 ml) at 0° C. under an inert atmosphere, was added a solution of ethyl acetoacetate (2.69 ml, 21.1 mmol) in THF (30 ml). The resulting clear solution was stirred at 0° C. for 15 minutes before n-BuLi (9.6 ml, 21.1 mmol) was added dropwise. The orange solution was stirred at 0° C. for 15 minutes before it was cooled to -78° C. and a solution of the unsaturated aldehyde (4.73 g, 14.1 mmol, Step E) in THF (80 ml) was added dropwise.... Reactants: C#CCCCCCO, CCOCC, CI, [H-], [Na+], CN(C)C=O, O. Yields the product C#CCCCCCOC. Reaction SMILES: [CH2:5]([CH2:6][CH2:7][CH2:8][CH2:9][C:10]#[CH:11])[OH:12].[CH3:13][CH2:14][O:15][CH2:16][CH3:17].[CH3:3][I:4].[H-:1].[Na+:2].[O:18]=[CH:19][N:20]([CH3:21])[CH3:22].[OH2:23]>>[CH2:5]([CH2:6][CH2:7][CH2:8][CH2:9][C:10]#[CH:11])[O:12][CH3:13]. Reactants: [Li]CCCC, C=CCCCc1ccc(Br)cc1, CN(C)C=O, CCCCCC, C1CCOC1, O. The product is C=CCCCc1ccc(C=O)cc1. RXN SMILES: [CH2:13]([Li:14])[CH2:15][CH2:16][CH3:17].[CH2:1]([CH2:2][CH2:3][CH:4]=[CH2:5])[c:6]1[cH:7][cH:8][c:9]([Br:12])[cH:10][cH:11]1.[CH3:18][N:19]([CH:20]=[O:21])[CH3:22].[CH3:29][CH2:30][CH2:31][CH2:32][CH2:33][CH3:34].[O:24]1[CH2:25][CH2:26][CH2:27][CH2:28]1.[OH2:23]>>[CH2:1]([CH2:2][CH2:3][CH:4]=[CH2:5])[c:6]1[cH:7][cH:8][c:9]([CH:20]=[O:21])[cH:10][cH:11]1. The reactants are ClC1=NC=CC(=C1)NC(=O)C1=NC(=CC(=C1)B1OC(C(O1)(C)C)(C)C)C (6-Methyl-4-(4,4,5,5-tetramethyl-[1,3,2]dioxaborolan-2-yl)-pyridine-2-carboxylic acid (2-chloro-pyridin-4-yl)-amide), BrC1=CC(=NC(=C1)C)C (4-Bromo-2,6-dimethylpyridine). Yields the product ClC1=NC=CC(=C1)NC(=O)C1=NC(=CC(=C1)C1=CC(=NC(=C1)C)C)C (6,2′,6′-Trimethyl-[4,4′]bipyridinyl-2-carboxylic acid (2-chloro-pyridin-4-yl)-amide). As a reaction SMILES: [Cl:1][C:2]1[CH:7]=[C:6]([NH:8][C:9]([C:11]2[CH:16]=[C:15](B3OC(C)(C)C(C)(C)O3)[CH:14]=[C:13]([CH3:26])[N:12]=2)=[O:10])[CH:5]=[CH:4][N:3]=1.Br[C:28]1[CH:33]=[C:32]([CH3:34])[N:31]=[C:30]([CH3:35])[CH:29]=1>>[Cl:1][C:2]1[CH:7]=[C:6]([NH:8][C:9]([C:11]2[CH:16]=[C:15]([C:28]3[CH:33]=[C:32]([CH3:34])[N:31]=[C:30]([CH3:35])[CH:29]=3)[CH:14]=[C:13]([CH3:26])[N:12]=2)=[O:10])[CH:5]=[CH:4][N:3]=1. Reported procedure: The title compound, was prepared from 6-Methyl-4-(4,4,5,5-tetramethyl-[1,3,2]dioxaborolan-2-yl)-pyridine-2-carboxylic acid (2-chloro-pyridin-4-yl)-amide in accordance with the general method of example 131, step 2 using 4-Bromo-2,6-dimethylpyridine instead of 3-Trifluoromethyl-5-bromopyridine to yield the final compound as a white solid, MS (ISP): m/e=353.2, 355.1 (M+H)+.